This data is from the Open Reaction Database (ORD), a public repository of structured organic reaction records. The task is: describe an organic reaction: reactants, conditions, products, and yield Isolated yield 80.2%. Reported procedure: 11.26 g of 4-dimethylaminobenzophenone and 10.5 g of 2-(2'-hydroxyphenyl)-indole are stirred in 50 ml of phosphorus oxychloride for 4 hours under reflux. The reaction mixture is poured onto ice and rendered alkaline with ammonia and the resulting precipitate is then filtered off. Repeated dissolving of the residue in methanol with the addition of a little 37% strength hydrochloric acid and precipitating with ammonia and water gives a slightly impure product, which is purified through a column, p... Starting materials: CN(C1=CC=C(C(=O)C2=CC=CC=C2)C=C1)C (4-dimethylaminobenzophenone), OC1=C(C=CC=C1)C=1NC2=CC=CC=C2C1 (2-(2'-hydroxyphenyl)-indole), N (ammonia). As a reaction SMILES: [CH3:1][N:2]([CH3:17])[C:3]1[CH:16]=[CH:15][C:6]([C:7]([C:9]2[CH:14]=[CH:13][CH:12]=[CH:11][CH:10]=2)=[O:8])=[CH:5][CH:4]=1.O[C:19]1[CH:24]=[CH:23][CH:22]=[CH:21][C:20]=1[C:25]1[NH:26][C:27]2[C:32]([CH:33]=1)=[CH:31][CH:30]=[CH:29][CH:28]=2.N>P(Cl)(Cl)(Cl)=O>[C:9]1([C:7]2([C:6]3[CH:15]=[CH:16][C:3]([N:2]([CH3:17])[CH3:1])=[CH:4][CH:5]=3)[C:33]3[C:32]4[C:27](=[CH:28][CH:29]=[CH:30][CH:31]=4)[NH:26][C:25]=3[C:20]3[C:21](=[CH:22][CH:23]=[CH:24][CH:19]=3)[O:8]2)[CH:14]=[CH:13][CH:12]=[CH:11][CH:10]=1. Run in P(=O)(Cl)(Cl)Cl (phosphorus oxychloride). Product: C1(=CC=CC=C1)C1(OC2=CC=CC=C2C=2NC3=CC=CC=C3C21)C2=CC=C(C=C2)N(C)C (6-phenyl-6-(4-dimethylaminophenyl)-6H-chromeno[4,3-b]-indole). Reactants: BrCc1ccc(Br)cc1, [Li]CCCC, CCCCCC, CCOC(=O)N1C=CC(P(=O)(OC(C)C)OC(C)C)C=C1, [Cl-], [NH4+], C1CCOC1. The product is CCOC(=O)N1C=CC(Cc2ccc(Br)cc2)(P(=O)(OC(C)C)OC(C)C)C=C1. Reaction SMILES: [Br:27][c:28]1[cH:29][cH:30][c:31]([CH2:32][Br:33])[cH:34][cH:35]1.[CH2:22]([Li:23])[CH2:24][CH2:25][CH3:26].[CH3:43][CH2:44][CH2:45][CH2:46][CH2:47][CH3:48].[CH:1]([CH3:2])([CH3:3])[O:4][P:5]([O:6][CH:7]([CH3:8])[CH3:9])(=[O:10])[CH:11]1[CH:12]=[CH:13][N:14]([C:17](=[O:18])[O:19][CH2:20][CH3:21])[CH:15]=[CH:16]1.[Cl-:36].[NH4+:37].[O:38]1[CH2:39][CH2:40][CH2:41][CH2:42]1>>[CH:1]([CH3:2])([CH3:3])[O:4][P:5]([O:6][CH:7]([CH3:8])[CH3:9])(=[O:10])[C:11]1([CH2:32][c:31]2[cH:30][cH:29][c:28]([Br:27])[cH:35][cH:34]2)[CH:12]=[CH:13][N:14]([C:17](=[O:18])[O:19][CH2:20][CH3:21])[CH:15]=[CH:16]1. The reactants are BrC=1C=C(CCOCCC(=O)N(CC(OC)OC)C2CCCCC2)C=CC1 (3-(3-bromophenethoxy)-N-cyclohexyl-N-(2,2-dimethoxyethyl)propanamide), CO (methanol), CN1N=CC(=C1)B1OC(C(O1)(C)C)(C)C (1-methyl-4-(4,4,5,5-tetramethyl-1,3,2-dioxaborolan-2-yl)-1H-pyrazole), C([O-])([O-])=O.[K+].[K+] (potassium carbonate). The reagents and catalysts are C=1C=CC(=CC1)[P](C=2C=CC=CC2)(C=3C=CC=CC3)[Pd]([P](C=4C=CC=CC4)(C=5C=CC=CC5)C=6C=CC=CC6)([P](C=7C=CC=CC7)(C=8C=CC=CC8)C=9C=CC=CC9)[P](C=1C=CC=CC1)(C=1C=CC=CC1)C=1C=CC=CC1 (Pd(Ph3P)4). Solvent: C(Cl)Cl (DCM). Reaction conditions: temperature 100 celsius. Yields the product C1(CCCCC1)N(C(CCOCCC1=CC(=CC=C1)C=1C=NN(C1)C)=O)CC(OC)OC (N-Cyclohexyl-N-(2,2-dimethoxyethyl)-3-(3-(1-methyl-1H-pyrazol-4-yl)phenethoxy)propanamide). The yield is 108.3%. RXN SMILES: Br[C:2]1[CH:3]=[C:4]([CH:25]=[CH:26][CH:27]=1)[CH2:5][CH2:6][O:7][CH2:8][CH2:9][C:10]([N:12]([CH:19]1[CH2:24][CH2:23][CH2:22][CH2:21][CH2:20]1)[CH2:13][CH:14]([O:17][CH3:18])[O:15][CH3:16])=[O:11].[CH3:28][N:29]1[CH:33]=[C:32](B2OC(C)(C)C(C)(C)O2)[CH:31]=[N:30]1.C(=O)([O-])[O-].[K+].[K+].CO>C(Cl)Cl.C1C=CC([P]([Pd]([P](C2C=CC=CC=2)(C2C=CC=CC=2)C2C=CC=CC=2)([P](C2C=CC=CC=2)(C2C=CC=CC=2)C2C=CC=CC=2)[P](C2C=CC=CC=2)(C2C=CC=CC=2)C2C=CC=CC=2)(C2C=CC=CC=2)C2C=CC=CC=2)=CC=1>[CH:19]1([N:12]([CH2:13][CH:14]([O:17][CH3:18])[O:15][CH3:16])[C:10](=[O:11])[CH2:9][CH2:8][O:7][CH2:6][CH2:5][C:4]2[CH:25]=[CH:26][CH:27]=[C:2]([C:32]3[CH:31]=[N:30][N:29]([CH3:28])[CH:33]=3)[CH:3]=2)[CH2:24][CH2:23][CH2:22][CH2:21][CH2:20]1 |f:2.3.4,^1:57,59,78,97|. Procedure: To 3-(3-bromophenethoxy)-N-cyclohexyl-N-(2,2-dimethoxyethyl)propanamide (1.4 g), prepared as in Preparation 3 Step iii), within a 35 mL microwave tube with stirrer were added 1-methyl-4-(4,4,5,5-tetramethyl-1,3,2-dioxaborolan-2-yl)-1H-pyrazole (0.92 g), potassium carbonate (0.88 g) and Pd(Ph3P)4 (0.18 g) followed by methanol (8 mL). The vial was sealed and heated within a CEM Discover microwave at 100° C. for 15 min. The mixture was diluted with DCM and washed once with water, once with brine, d... The reactants are C(#N)CNC(=O)[C@H](CC(C)C)OC(C1=CC=C(C(=O)O)C=C1)C1=CC=CC=C1 (4-[[((1S)-1-{[(cyanomethyl)amino]carbonyl}-3-methylbutyl)oxy](phenyl)methyl]benzoic acid), Cl.CNC (dimethylamine hydrochloride). Run in CC(=O)C.C1(=CC=CC=C1)C (acetone toluene). The product is C(#N)CNC(=O)[C@H](CC(C)C)OC(C1=CC=C(C(=O)N(C)C)C=C1)C1=CC=CC=C1 (4-[[((1S)-1-{[(cyanomethyl)amino]carbonyl}-3-methylbutyl)oxy](phenyl)methyl]-N,N-dimethylbenzamide). As a reaction SMILES: [C:1]([CH2:3][NH:4][C:5]([C@@H:7]([O:12][CH:13]([C:23]1[CH:28]=[CH:27][CH:26]=[CH:25][CH:24]=1)[C:14]1[CH:22]=[CH:21][C:17]([C:18](O)=[O:19])=[CH:16][CH:15]=1)[CH2:8][CH:9]([CH3:11])[CH3:10])=[O:6])#[N:2].Cl.[CH3:30][NH:31][CH3:32]>CC(C)=O.C1(C)C=CC=CC=1>[C:1]([CH2:3][NH:4][C:5]([C@@H:7]([O:12][CH:13]([C:23]1[CH:24]=[CH:25][CH:26]=[CH:27][CH:28]=1)[C:14]1[CH:15]=[CH:16][C:17]([C:18]([N:31]([CH3:32])[CH3:30])=[O:19])=[CH:21][CH:22]=1)[CH2:8][CH:9]([CH3:11])[CH3:10])=[O:6])#[N:2] |f:1.2,3.4|. Procedure details: Using the same coupling procedure as described for example 47, 4-[[((1S)-1-{[(cyanomethyl)amino]carbonyl}-3-methylbutyl)oxy](phenyl)methyl]benzoic acid (51 mg, 0.134 mmol) was reacted with dimethylamine hydrochloride (11 mg, 0.134 mmol, 1 eg) to give the title compound as an oil after chromatography with 25% acetone/toluene. The reactants are C1CCOC1, COc1ccc(-c2ccc(S(=O)(=O)NC3C(=O)OC(CSc4nccs4)C3OCc3ccccc3)cc2)cc1, [Li+], [OH-], O. The product is COc1ccc(-c2ccc(S(=O)(=O)NC(C(=O)O)C(OCc3ccccc3)C(O)CSc3nccs3)cc2)cc1. Reaction SMILES: [CH2:42]1[O:43][CH2:44][CH2:45][CH2:46]1.[CH3:1][O:2][c:3]1[cH:4][cH:5][c:6](-[c:9]2[cH:10][cH:11][c:12]([S:15](=[O:16])(=[O:17])[NH:18][CH:19]3[C:20](=[O:39])[O:21][CH:22]([CH2:32][S:33][c:34]4[s:35][cH:36][cH:37][n:38]4)[CH:23]3[O:24][CH2:25][c:26]3[cH:27][cH:28][cH:29][cH:30][cH:31]3)[cH:13][cH:14]2)[cH:7][cH:8]1.[Li+:40].[OH-:41].[OH2:47]>>[CH3:1][O:2][c:3]1[cH:4][cH:5][c:6](-[c:9]2[cH:10][cH:11][c:12]([S:15](=[O:16])(=[O:17])[NH:18][CH:19]([C:20]([OH:21])=[O:39])[CH:23]([CH:22]([CH2:32][S:33][c:34]3[s:35][cH:36][cH:37][n:38]3)[OH:41])[O:24][CH2:25][c:26]3[cH:27][cH:28][cH:29][cH:30][cH:31]3)[cH:13][cH:14]2)[cH:7][cH:8]1. Starting materials: O=C(C=P(c1ccccc1)(c1ccccc1)c1ccccc1)c1ccccc1, N#Cc1ccc(C=O)s1, C1CCOC1. Yields the product N#Cc1ccc(C=CC(=O)c2ccccc2)s1. As a reaction SMILES: [C:10]([c:11]1[cH:12][cH:13][cH:14][cH:15][cH:16]1)(=[O:17])[CH:18]=[P:19]([c:20]1[cH:21][cH:22][cH:23][cH:24][cH:25]1)([c:26]1[cH:27][cH:28][cH:29][cH:30][cH:31]1)[c:32]1[cH:33][cH:34][cH:35][cH:36][cH:37]1.[C:1](#[N:2])[c:3]1[s:4][c:5]([CH:8]=[O:9])[cH:6][cH:7]1.[O:38]1[CH2:39][CH2:40][CH2:41][CH2:42]1>>[C:1](#[N:2])[c:3]1[s:4][c:5]([CH:8]=[CH:18][C:10]([c:11]2[cH:12][cH:13][cH:14][cH:15][cH:16]2)=[O:17])[cH:6][cH:7]1. Reactants: C(C)(C)(C)OC(=O)NC=1C(=NC(=C(C1)C(F)(F)F)OC)C(=O)OC (methyl 3-(tert-butoxycarbonylamino)-6-methoxy-5-(trifluoromethyl)picolinate), O.NN (hydrazine monohydrate). The solvent is CO (MeOH), O (water). The yield is 97.1%. Reported procedure: A suspension of methyl 3-(tert-butoxycarbonylamino)-6-methoxy-5-(trifluoromethyl)picolinate (step 2) (3.1 g, 8.85 mmol) in dry MeOH (20 ml) was treated with hydrazine monohydrate (1.108 g, 22.12 mmol) and the suspension was heated at reflux overnight. The mixture was diluted with water and the resulting precipitate was collected by filtration and dried in a vacuum oven to afford the title compound as a light brown solid (3.01 g). LC-MS Rt=1.27 min [M+H]+ 251 [−minus Boc group] (Method HighpH_v00... Product: N(N)C(=O)C1=NC(=C(C=C1NC(OC(C)(C)C)=O)C(F)(F)F)OC (tert-Butyl 2-(hydrazinecarbonyl)-6-methoxy-5-(trifluoromethyl)pyridin-3-ylcarbamate). As a reaction SMILES: [C:1]([O:5][C:6]([NH:8][C:9]1[C:10]([C:21](OC)=[O:22])=[N:11][C:12]([O:19][CH3:20])=[C:13]([C:15]([F:18])([F:17])[F:16])[CH:14]=1)=[O:7])([CH3:4])([CH3:3])[CH3:2].O.[NH2:26][NH2:27]>CO.O>[NH:26]([C:21]([C:10]1[C:9]([NH:8][C:6](=[O:7])[O:5][C:1]([CH3:4])([CH3:2])[CH3:3])=[CH:14][C:13]([C:15]([F:18])([F:16])[F:17])=[C:12]([O:19][CH3:20])[N:11]=1)=[O:22])[NH2:27] |f:1.2|. Starting materials: N1C(=CC=C1)C(=O)O (Pyrrol-2-carboxylic acid), O.ON1N=NC2=C1C=CC=C2 (1-hydroxybenzotriazole monohydrate), Cl.CN(CCCN=C=NCC)C (1-(3-dimethylaminopropyl)-3-ethylcarbodiimide hydrochloride), OC1=C(C=C2C(=C(N(C(C2=C1)=O)C1=CC=CC=C1)C(=O)OC)C1=CC(=C(C(=C1)OC)OC)OC)OC (7-hydroxy-6-methoxy-3-methoxycarbonyl-2-phenyl-4-(3,4,5-trimethoxyphenyl)-1(2H)-isoquinolinone), C([O-])([O-])=O.[K+].[K+] (potassium carbonate). Run in C(C)(=O)OCC (ethyl acetate), O (Water), C(C)#N (acetonitrile), CN(C=O)C (dimethylformamide). Conditions: time 30 minute. Yields the product COC=1C=C2C(=C(N(C(C2=CC1OC(=O)C=1NC=CC1)=O)C1=CC=CC=C1)C(=O)OC)C1=CC(=C(C(=C1)OC)OC)OC (6-methoxy-3-methoxycarbonyl-2-phenyl-7-(2-pyrrolylcarbonyloxy)-4-(3,4,5-trimethoxyphenyl)-1(2H)-isoquinolinone). Isolated yield 75.3%. RXN SMILES: [NH:1]1[CH:5]=[CH:4][CH:3]=[C:2]1[C:6]([OH:8])=[O:7].O.ON1C2C=CC=CC=2N=N1.Cl.CN(C)CCCN=C=NCC.O[C:33]1[CH:42]=[C:41]2[C:36]([C:37]([C:54]3[CH:59]=[C:58]([O:60][CH3:61])[C:57]([O:62][CH3:63])=[C:56]([O:64][CH3:65])[CH:55]=3)=[C:38]([C:50]([O:52][CH3:53])=[O:51])[N:39]([C:44]3[CH:49]=[CH:48][CH:47]=[CH:46][CH:45]=3)[C:40]2=[O:43])=[CH:35][C:34]=1[O:66][CH3:67].C(=O)([O-])[O-].[K+].[K+]>C(#N)C.CN(C)C=O.C(OCC)(=O)C.O>[CH3:67][O:66][C:34]1[CH:35]=[C:36]2[C:41](=[CH:42][C:33]=1[O:7][C:6]([C:2]1[NH:1][CH:5]=[CH:4][CH:3]=1)=[O:8])[C:40](=[O:43])[N:39]([C:44]1[CH:49]=[CH:48][CH:47]=[CH:46][CH:45]=1)[C:38]([C:50]([O:52][CH3:53])=[O:51])=[C:37]2[C:54]1[CH:55]=[C:56]([O:64][CH3:65])[C:57]([O:62][CH3:63])=[C:58]([O:60][CH3:61])[CH:59]=1 |f:1.2,3.4,6.7.8|. Procedure: Pyrrol-2-carboxylic acid (38.4 mg) and 1-hydroxybenzotriazole monohydrate (53 mg) are dissolved in acetonitrile (10 ml), and thereto is added 1-(3-dimethylaminopropyl)-3-ethylcarbodiimide hydrochloride (66.3 mg), and the mixture is stirred at room temperature for 30 minutes. The reaction mixture is added to a solution of the compound obtained in Example 214 (162 mg) and potassium carbonate (48 mg) in dimethylformamide (10 ml), and the mixture is stirred at room temperature for 30 minutes. Water ... Starting materials: CC(C)(C)OC(=O)N(Cc1cccc(F)c1)c1cncc(Cl)n1, C1CNCCN1, CCO. Product: CC(C)(C)OC(=O)N(Cc1cccc(F)c1)c1cncc(N2CCNCC2)n1. As a reaction SMILES: [C:1]([CH3:2])([CH3:3])([CH3:4])[O:5][C:6]([N:7]([CH2:8][c:9]1[cH:10][c:11]([F:15])[cH:12][cH:13][cH:14]1)[c:16]1[n:17][c:18]([Cl:22])[cH:19][n:20][cH:21]1)=[O:23].[CH2:24]1[CH2:25][NH:26][CH2:27][CH2:28][NH:29]1.[CH3:30][CH2:31][OH:32]>>[C:1]([CH3:2])([CH3:3])([CH3:4])[O:5][C:6]([N:7]([CH2:8][c:9]1[cH:10][c:11]([F:15])[cH:12][cH:13][cH:14]1)[c:16]1[n:17][c:18]([N:26]2[CH2:25][CH2:24][NH:29][CH2:28][CH2:27]2)[cH:19][n:20][cH:21]1)=[O:23].